Dataset: the Open Reaction Database (ORD), a public repository of structured organic reaction records. Task: describe an organic reaction: reactants, conditions, products, and yield The reactants are CC1(OC(C(O1)=CC(=O)N(OC)CC1=C(C=C(C=C1)F)S(=O)(=O)C)=O)C (2-(2,2-Dimethyl-5-oxo-[1,3]dioxolan-4-ylidene)-N-(4-fluoro-2-methanesulfonyl-benzyl)-N-methoxy-acetamide), C=O (paraformaldehyde), N1(CCOCC1)CCN (2-morpholin-4-yl-ethylamine), compound 767. Yields the product FC1=CC(=C(CN(C(=O)C=2CN(C(C2O)=O)CCN2CCOCC2)OC)C=C1)S(=O)(=O)C (4-Hydroxy-1-(2-morpholin-4-yl-ethyl)-5-oxo-2,5-dihydro-1H-pyrrole-3-carboxylic acid (4-fluoro-2-methanesulfonyl-benzyl)-methoxy-amide). The yield is 45.0%. As a reaction SMILES: CC1(C)[O:6][C:5](=[CH:7][C:8]([N:10]([CH2:13][C:14]2[CH:19]=[CH:18][C:17]([F:20])=[CH:16][C:15]=2[S:21]([CH3:24])(=[O:23])=[O:22])[O:11][CH3:12])=[O:9])[C:4](=[O:25])O1.[CH2:27]=O.[N:29]1([CH2:35][CH2:36][NH2:37])[CH2:34][CH2:33][O:32][CH2:31][CH2:30]1>>[F:20][C:17]1[CH:18]=[CH:19][C:14]([CH2:13][N:10]([O:11][CH3:12])[C:8]([C:7]2[CH2:27][N:37]([CH2:36][CH2:35][N:29]3[CH2:34][CH2:33][O:32][CH2:31][CH2:30]3)[C:4](=[O:25])[C:5]=2[OH:6])=[O:9])=[C:15]([S:21]([CH3:24])(=[O:22])=[O:23])[CH:16]=1. Reported procedure: 2-(2,2-Dimethyl-5-oxo-[1,3]dioxolan-4-ylidene)-N-(4-fluoro-2-methanesulfonyl-benzyl)-N-methoxy-acetamide was reacted with paraformaldehyde and 2-morpholin-4-yl-ethylamine using the method described for the preparation of compound 767 to give the title compound as a white solid (0.021 g, 45% yield). 1HNMR (300 MHz, MeOD) δ: 7.75 (1H, dd, J=8.78, 2.93 Hz), 7.63–7.54 (2H, m), 5.34 (2H, s), 4.29 (2H, s), 4.01–3.99 (2H, m), 3.84–3.81 (2H, m), 3.77 (3H, s), 3.63–3.45 (6H, m), 3.39 (3H, s), 3.16–3.08 (... The reactants are CCOC(=O)c1ccc2cc(F)ccc2c1, CCO, [Na+], [OH-], O. RXN SMILES: [CH2:1]([CH3:2])[O:3][C:4](=[O:5])[c:6]1[cH:7][c:8]2[cH:9][cH:10][c:11]([F:16])[cH:12][c:13]2[cH:14][cH:15]1.[CH3:20][CH2:21][OH:22].[Na+:18].[OH-:17].[OH2:19]>>[O:3]=[C:4]([OH:5])[c:6]1[cH:7][c:8]2[cH:9][cH:10][c:11]([F:16])[cH:12][c:13]2[cH:14][cH:15]1. The product is O=C(O)c1ccc2cc(F)ccc2c1. Reactants: ClC1=C(C=C(C=C1)[C@@H]1OC([C@H]([C@@H]([C@H]1O)O)O)=C)CC1=CC=C(C=C1)OCC ((2S,3R,4R,5S)-2-[4-chloro-3-(4-ethoxy-benzyl)-phenyl]-6-methylene-tetrahydro-pyran-3,4,5-triol), [H-].[Na+] (sodium hydride), C(C1=CC=CC=C1)Br (Benzyl bromide), [I-].C(C)(C)(C)[NH3+] (t-butylammoniumiodide). Run in CN(C)C=O (DMF), O (water). Conditions: time 2 hour. The product is C(C1=CC=CC=C1)O[C@H]1[C@@H](OC([C@H]([C@@H]1OCC1=CC=CC=C1)OCC1=CC=CC=C1)=C)C1=CC(=C(C=C1)Cl)CC1=CC=C(C=C1)OCC ((2S,3S,4R,5S)-3,4,5-tris-benzyloxy-2-[4-chloro-3-(4-ethoxy-benzyl)-phenyl]-6-methylene-tetrahydro-pyran). The yield is 912.2%. Reaction SMILES: [Cl:1][C:2]1[CH:7]=[CH:6][C:5]([C@H:8]2[C@H:13]([OH:14])[C@@H:12]([OH:15])[C@H:11]([OH:16])[C:10](=[CH2:17])[O:9]2)=[CH:4][C:3]=1[CH2:18][C:19]1[CH:24]=[CH:23][C:22]([O:25][CH2:26][CH3:27])=[CH:21][CH:20]=1.[H-].[Na+].[CH2:30](Br)[C:31]1[CH:36]=[CH:35][CH:34]=[CH:33][CH:32]=1.[I-].[C:39]([NH3+])([CH3:42])([CH3:41])[CH3:40]>CN(C=O)C.O>[CH2:30]([O:14][C@@H:13]1[C@@H:12]([O:15][CH2:40][C:39]2[CH:42]=[CH:17][CH:10]=[CH:11][CH:41]=2)[C@H:11]([O:16][CH2:18][C:3]2[CH:4]=[CH:5][CH:6]=[CH:7][CH:2]=2)[C:10](=[CH2:17])[O:9][C@H:8]1[C:5]1[CH:6]=[CH:7][C:2]([Cl:1])=[C:3]([CH2:18][C:19]2[CH:20]=[CH:21][C:22]([O:25][CH2:26][CH3:27])=[CH:23][CH:24]=2)[CH:4]=1)[C:31]1[CH:36]=[CH:35][CH:34]=[CH:33][CH:32]=1 |f:1.2,4.5|. Procedure: To a solution of (2S,3R,4R,5S)-2-[4-chloro-3-(4-ethoxy-benzyl)-phenyl]-6-methylene-tetrahydro-pyran-3,4,5-triol (300 mg, 0.77 mmole) in dry DMF (3 mL), sodium hydride (166 mg, 3.46 mmole) was added at 0° C. and stirred at room temperature for 2 hours. Benzyl bromide (0.3 mL, 2.54 mmole), t-butylammoniumiodide (10 mg) was added and reaction mixture stirred at room temperature for 18 hours. The reaction mixture was diluted with water (50 mL) and extracted with DCM (2×200 mL). The crude product was... The reactants are NCCCN1CCC(CC1)(C1=CC=CC=C1)C1=CC=CC=C1 (3-amino-propyl-4,4-diphenyl piperidine), [N+](=O)([O-])C1=CC=C(C=C1)OC(=O)N1C(OCC1C1=CC(=C(C=C1)F)Cl)=O (4-(3-chloro-4-fluorophenyl)-2-oxo-oxazolidine-3-carboxylic acid-4-nitro-phenyl ester). The solvent is C1CCOC1 (THF). Reaction conditions: time 3 hour. The product is C1(=CC=CC=C1)C1(CCN(CC1)CCCNC(=O)N1C(OCC1C1=CC(=C(C=C1)F)Cl)=O)C1=CC=CC=C1 (4-(3-Chloro-4-fluoro-phenyl)-2-oxo-oxazolidine-3-carboxylic acid [3-(4,4-diphenyl-piperidin-1-yl)-propyl]-amide). As a reaction SMILES: [NH2:1][CH2:2][CH2:3][CH2:4][N:5]1[CH2:10][CH2:9][C:8]([C:17]2[CH:22]=[CH:21][CH:20]=[CH:19][CH:18]=2)([C:11]2[CH:16]=[CH:15][CH:14]=[CH:13][CH:12]=2)[CH2:7][CH2:6]1.[N+](C1C=CC([O:32][C:33]([N:35]2[CH:39]([C:40]3[CH:45]=[CH:44][C:43]([F:46])=[C:42]([Cl:47])[CH:41]=3)[CH2:38][O:37][C:36]2=[O:48])=O)=CC=1)([O-])=O>C1COCC1>[C:11]1([C:8]2([C:17]3[CH:18]=[CH:19][CH:20]=[CH:21][CH:22]=3)[CH2:9][CH2:10][N:5]([CH2:4][CH2:3][CH2:2][NH:1][C:33]([N:35]3[CH:39]([C:40]4[CH:45]=[CH:44][C:43]([F:46])=[C:42]([Cl:47])[CH:41]=4)[CH2:38][O:37][C:36]3=[O:48])=[O:32])[CH2:6][CH2:7]2)[CH:12]=[CH:13][CH:14]=[CH:15][CH:16]=1. Reported procedure: To a solution of 3-amino-propyl-4,4-diphenyl piperidine (0.04 g, 0.1 mmol) in 5 mL of THF was added 4-(3-chloro-4-fluorophenyl)-2-oxo-oxazolidine-3-carboxylic acid-4-nitro-phenyl ester (0.04 g, 0.12 mmol) and the resulting yellow solution was stirred under argon atmosphere for 3 h at room temperature. The solvent was removed in vacuo and the residue was purified by column chromatography over silica gel with 50% hexane/EtOAC followed by 5% MeOH in EtOAC as the eluting systems (Rf=0.45, 1:3 MeOH/E... Starting materials: C(=O)[O-].[Na+] (Sodium formate), COC(=O)C=1C=C(C2=C(S(CC3=C(O2)C(=CC(=C3)N)Cl)(=O)=O)C1)C (2-Amino-4-chloro-6-methyl-10,10-dioxo-10,11-dihydro-5-oxa-10lambda*6*-thia-dibenzo[a,d]cycloheptene-8-carboxylic acid methyl ester), ice water. The solvent is C(=O)O (formic acid). Yields the product COC(=O)C=1C=C(C2=C(S(CC3=C(O2)C(=CC(=C3)NC=O)Cl)(=O)=O)C1)C (4-Chloro-2-formylamino-6-methyl-10,10-dioxo-10,11-dihydro-5-oxa-10lambda*6*-thia-dibenzo[a,d]cycloheptene-8-carboxylic acid methyl ester). Reaction SMILES: [CH:1]([O-])=[O:2].[Na+].[CH3:5][O:6][C:7]([C:9]1[CH:10]=[C:11]([CH3:28])[C:12]2[O:18][C:17]3[C:19]([Cl:24])=[CH:20][C:21]([NH2:23])=[CH:22][C:16]=3[CH2:15][S:14](=[O:26])(=[O:25])[C:13]=2[CH:27]=1)=[O:8]>C(O)=O>[CH3:5][O:6][C:7]([C:9]1[CH:10]=[C:11]([CH3:28])[C:12]2[O:18][C:17]3[C:19]([Cl:24])=[CH:20][C:21]([NH:23][CH:1]=[O:2])=[CH:22][C:16]=3[CH2:15][S:14](=[O:26])(=[O:25])[C:13]=2[CH:27]=1)=[O:8] |f:0.1|. Procedure: Sodium formate (7.29 g, 0.108 mol) was added to a suspension of compound of Example 1 (20 g, 0.054 mol) in formic acid (200 mL) and refluxed for 1.5 h. The reaction mixture was cooled and poured into ice water (800 mL). The solid precipitated was filtered, washed with water and dried. The crude product was purified by column chromatography (silica gel, 1% methanol in chloroform) to obtain the title compound. Yield: 18 g, (83%); mp 258-262° C. (decomposed); 1H NMR (DMSO-d6, 300 MHz): δ 2.64 (s, 3... The reactants are C1(=CC=C(C=C1)S(=O)(=O)OS(=O)(=O)C1=CC=C(C=C1)C)C (p-toluenesulphonic anhydride), C(C)(=S)[O-].[K+] (potassium thioacetate), CN(CCCCCCO)C (6-dimethylaminohexanol), C(=O)(C)SCCCCCCN(C)C (AcS(CH2)6NMe2), C([O-])([O-])=O.[Na+].[Na+] (sodium carbonate). Solvent: C(C)N(CC)CC (triethylamine), CN(C)C=O (DMF), CO (methanol), C(Cl)Cl (CH2Cl2). Product: CN(CCCCCCS)C (6-(dimethylamino)hexanethiol). RXN SMILES: CN(C)CCCCCCO.C1(C)C=CC(S(OS(C2C=CC(C)=CC=2)(=O)=O)(=O)=O)=CC=1.C([O-])(=S)C.[K+].C([S:40][CH2:41][CH2:42][CH2:43][CH2:44][CH2:45][CH2:46][N:47]([CH3:49])[CH3:48])(C)=O.C(=O)([O-])[O-].[Na+].[Na+]>C(Cl)Cl.CN(C=O)C.CO.C(N(CC)CC)C>[CH3:48][N:47]([CH3:49])[CH2:46][CH2:45][CH2:44][CH2:43][CH2:42][CH2:41][SH:40] |f:2.3,5.6.7|. Procedure: 6-dimethylaminohexanol was suspended in CH2Cl2 and treated with p-toluenesulphonic anhydride in the presence of triethylamine for 1 hour at 0° C. The reaction mixture was then treated with potassium thioacetate in DMF at 50° C. for a further hour. The resulting compound, AcS(CH2)6NMe2, was treated with sodium carbonate in methanol at room temperature for 20 hours to give 6-(dimethylamino)hexanethiol. This was suspended in dry DMSO at room temperature and sodium hydride was added. The reaction mi... The reactants are ClC=1C(=C2C=CC(=NC2=CC1)N1C[C@H](CC1)OS(=O)(=O)C)NC(CC1CCCCC1)=O (N-[6-chloro-2-[(3S)-3-[(methylsulfonyl)oxy]-1-pyrrolidinyl]-5-quinolinyl]-cyclohexaneacetamide), example 33 ( a ), [C-]#N.[Li+] (lithium cyanide). Run in CN(C=O)C (N,N-dimethylformamide). The product is ClC=1C(=C2C=CC(=NC2=CC1)N1C[C@@H](CC1)C#N)NC(CC1CCCCC1)=O (N-[6-Chloro-2-[(3R)-3-cyano-1-pyrrolidinyl]-5-quinolinyl]-cyclohexaneacetamide). As a reaction SMILES: [Cl:1][C:2]1[C:3]([NH:22][C:23](=[O:31])[CH2:24][CH:25]2[CH2:30][CH2:29][CH2:28][CH2:27][CH2:26]2)=[C:4]2[C:9](=[CH:10][CH:11]=1)[N:8]=[C:7]([N:12]1[CH2:16][CH2:15][C@H:14](OS(C)(=O)=O)[CH2:13]1)[CH:6]=[CH:5]2.[C-:32]#[N:33].[Li+]>CN(C)C=O>[Cl:1][C:2]1[C:3]([NH:22][C:23](=[O:31])[CH2:24][CH:25]2[CH2:30][CH2:29][CH2:28][CH2:27][CH2:26]2)=[C:4]2[C:9](=[CH:10][CH:11]=1)[N:8]=[C:7]([N:12]1[CH2:16][CH2:15][C@@H:14]([C:32]#[N:33])[CH2:13]1)[CH:6]=[CH:5]2 |f:1.2|. Reported procedure: Prepared according to the method of example 96, using N-[6-chloro-2-[(3S)-3-[(methylsulfonyl)oxy]-1-pyrrolidinyl]-5-quinolinyl]-cyclohexaneacetamide (example 33 (a)) (0.33 g) and lithium cyanide in N,N-dimethylformamide (6 mL, 0.5M). Purification (SiO2, isohexane:ethyl acetate 60:40, as eluant) gave the sub-title compound as a solid (0.066 g).